This data is from the Open Reaction Database (ORD), a public repository of structured organic reaction records. The task is: describe an organic reaction: reactants, conditions, products, and yield The reactants are OC1=NN2C(C=N1)=CC=C2C2=C(C=CC=C2)N(S(=O)(=O)C)C (N-[2-(2-hydroxy-pyrrolo[2,1-f][1,2,4]triazin-7-yl)-phenyl]-N-methyl-methanesulfonamide), N1(CCOCC1)CCN1N=C2C=C(C=CC2=C1)N (2-(2-morpholin-4-yl-ethyl)-2H-indazol-6-ylamine), N1(CCOCC1)CCN1N=C2C=CC(=CC2=C1)N (2-(2-morpholin-4-yl-ethyl)-2H-indazol-5-ylamine). Product: CN(S(=O)(=O)C)C1=C(C=CC=C1)C1=CC=C2C=NC(=NN21)NC=2C=CC1=CN(N=C1C2)CCN2CCOCC2 (N-Methyl-N-(2-{2-[2-(2-morpholin-4-yl-ethyl)-2H-indazol-6-ylamino]-pyrrolo[2,1-f][1,2,4]triazin-7-yl}-phenyl)-methanesulfonamide). As a reaction SMILES: O[C:2]1[N:7]=[CH:6][C:5]2=[CH:8][CH:9]=[C:10]([C:11]3[CH:16]=[CH:15][CH:14]=[CH:13][C:12]=3[N:17]([CH3:22])[S:18]([CH3:21])(=[O:20])=[O:19])[N:4]2[N:3]=1.[N:23]1([CH2:29][CH2:30][N:31]2[CH:39]=[C:38]3[C:33]([CH:34]=[C:35]([NH2:40])[CH:36]=[CH:37]3)=[N:32]2)[CH2:28][CH2:27][O:26][CH2:25][CH2:24]1.N1(CCN2C=C3C(C=CC(N)=C3)=N2)CCOCC1>>[CH3:22][N:17]([C:12]1[CH:13]=[CH:14][CH:15]=[CH:16][C:11]=1[C:10]1[N:4]2[C:5]([CH:6]=[N:7][C:2]([NH:40][C:35]3[CH:36]=[CH:37][C:38]4[C:33]([CH:34]=3)=[N:32][N:31]([CH2:30][CH2:29][N:23]3[CH2:28][CH2:27][O:26][CH2:25][CH2:24]3)[CH:39]=4)=[N:3]2)=[CH:8][CH:9]=1)[S:18]([CH3:21])(=[O:20])=[O:19]. Procedure details: Following the procedure of Example 1315, N-[2-(2-hydroxy-pyrrolo[2,1-f][1,2,4]triazin-7-yl)-phenyl]-N-methyl-methanesulfonamide (105 mg, 0.330 mmol) was coupled in parallel fashion to 2-(2-morpholin-4-yl-ethyl)-2H-indazol-6-ylamine (57 mg, 0.23 mmol) and 2-(2-morpholin-4-yl-ethyl)-2H-indazol-5-ylamine (57 mg, 0.23 mmol). Products were purified by RP pHPLC as described in Example 1291c. Yield of TFA salt: 51 mg (46%); LC/MS: 547 (M+H); HPLC: 97% pure, RT=2.20 min; 1H NMR: (DMSO, δ) 9.53 (s, 1H), ... Reactants: ClC=1C=C(CBr)C=CC1 (3-chlorobenzyl bromide), [Mg] (magnesium), CCOCC (ether), CCOCC (ether), CN(C)CC=1C=C(C#N)C=CC1 (3-[(dimethylamino)methyl]benzonitrile), CCOCC (ether), Grignard reagent. Run at time 8 hour. Yields the product Cl.ClC=1C=C(C=CC1)CC(=O)C1=CC(=CC=C1)CN(C)C (2-(3-chlorophenyl)-1-[3-[(dimethylamino)methyl]phenyl]ethanone hydrochloride). Reaction SMILES: [Cl:1][C:2]1[CH:3]=[C:4]([CH:7]=[CH:8][CH:9]=1)[CH2:5]Br.[Mg].[CH3:11][N:12]([CH2:14][C:15]1[CH:16]=[C:17]([CH:20]=[CH:21][CH:22]=1)[C:18]#N)[CH3:13].CC[O:25]CC>>[ClH:1].[Cl:1][C:2]1[CH:3]=[C:4]([CH2:5][C:18]([C:17]2[CH:20]=[CH:21][CH:22]=[C:15]([CH2:14][N:12]([CH3:13])[CH3:11])[CH:16]=2)=[O:25])[CH:7]=[CH:8][CH:9]=1 |f:4.5|. Reported procedure: A solution of 5.50 g of 3-chlorobenzyl bromide in 100 ml of dry ether was added slowly to 0.98 g of magnesium in 150 ml of dry ether under nitrogen. The Grignard reagent was stirred at ambient temperature for one hour and then added to a solution of 2.86 g of 3-[(dimethylamino)methyl]benzonitrile in 150 ml of dry ether. The resulting slurry was stirred at room temperature overnight and then quenched with the dropwise addition of saturated ammonium chloride solution. This was diluted with water a... Starting materials: ClCC1=CC(=NC2=CC=CC=C12)C (4-chloromethyl-2-methyl-quinoline), C([O-])([O-])=O.[Cs+].[Cs+] (cesium carbonate), COC(C(C(C1=CC=C(C=C1)O)O)C)=O (3-hydroxy-3-(4-hydroxy-phenyl)-2-methyl-propionic acid methyl ester). Solvent: CS(=O)C (DMSO). Conditions: time 18 hour. Product: COC(C(C(C1=CC=C(C=C1)OCC1=CC(=NC2=CC=CC=C12)C)O)C)=O (3-hydroxy-2-methyl-3-[4-(2-methyl-quinolin-4-ylmethoxy)-phenyl]-propionic acid methyl ester). Isolated yield 84.5%. Reaction SMILES: [CH3:1][O:2][C:3](=[O:15])[CH:4]([CH3:14])[CH:5]([OH:13])[C:6]1[CH:11]=[CH:10][C:9]([OH:12])=[CH:8][CH:7]=1.Cl[CH2:17][C:18]1[C:27]2[C:22](=[CH:23][CH:24]=[CH:25][CH:26]=2)[N:21]=[C:20]([CH3:28])[CH:19]=1.C(=O)([O-])[O-].[Cs+].[Cs+]>CS(C)=O>[CH3:1][O:2][C:3](=[O:15])[CH:4]([CH3:14])[CH:5]([OH:13])[C:6]1[CH:11]=[CH:10][C:9]([O:12][CH2:17][C:18]2[C:27]3[C:22](=[CH:23][CH:24]=[CH:25][CH:26]=3)[N:21]=[C:20]([CH3:28])[CH:19]=2)=[CH:8][CH:7]=1 |f:2.3.4|. Procedure: The 3-hydroxy-3-(4-hydroxy-phenyl)-2-methyl-propionic acid methyl ester (0.24 g, 1.14 mmol) was combined with the 4-chloromethyl-2-methyl-quinoline (0.313 g, 1.37 mmol) and cesium carbonate (1.1 g, 3.42 mmol) in DMSO (5 mL) at room temperature under a nitrogen atmosphere. The reaction was stirred for 18 h, filtered to remove the solids, and then partitioned between ethyl acetate and water. The organic layer was washed with brine, dried over magnesium sulfate, and concentrated to give a mixture o... The reactants are BrCC(=O)C1COC2=C(O1)C=CC=C2 (2-(2-bromoacetyl)-1,4-benzodioxan), [BH4-].[Na+] (sodium borohydride), [OH-].[Na+] (sodium hydroxide). Solvent: CO (methanol), CO (methanol). Conditions: time 5 hour. The product is O1C(COC2=C1C=CC=C2)C2CO2 (1,4-benzodioxan-2-yl-ethyleneoxide). RXN SMILES: Br[CH2:2][C:3]([CH:5]1[O:10][C:9]2[CH:11]=[CH:12][CH:13]=[CH:14][C:8]=2[O:7][CH2:6]1)=[O:4].[BH4-].[Na+].[OH-].[Na+]>CO>[O:10]1[C:9]2[CH:11]=[CH:12][CH:13]=[CH:14][C:8]=2[O:7][CH2:6][CH:5]1[CH:3]1[O:4][CH2:2]1 |f:1.2,3.4|. Reported procedure: The starting material is prepared as follows: To the solution of 42 g of 2-(2-bromoacetyl)-1,4-benzodioxan in 360 ml of methanol, 12 g of sodium borohydride are added while stirring and keeping the temperature below 10°. After five hours, the mixture is cooled to 0° and 13.2 g of sodium hydroxide in 150 ml of methanol are added and the mixture kept at -15° overnight. It is poured onto ice, extracted with diethyl ether, the extract washed with saturated aqueous sodium chloride, dried and evaporat... The reactants are C(#C)C=1C=NN2C1N=C(C=C2C(F)F)C2=CC(=CC=C2)C(F)(F)F (3-ethynyl-7-difluoromethyl-5-(3-trifluoromethyl-phenyl)-pyrazolo[1,5-a]pyrimidine), NC1=CC=C(C=N1)Br (6-amino-3-bromo-pyridine). Product: FC(C1=CC(=NC=2N1N=CC2C#CC=2C=CC(=NC2)N)C2=CC(=CC=C2)C(F)(F)F)F (5-[7-Difluoromethyl-5-(3-trifluoromethyl-phenyl)-pyrazolo[1,5-a]pyrimidin-3-ylethynyl]-pyridin-2-ylamine), solid. Isolated yield 22.0%. Reaction SMILES: [C:1]([C:3]1[CH:4]=[N:5][N:6]2[C:11]([CH:12]([F:14])[F:13])=[CH:10][C:9]([C:15]3[CH:20]=[CH:19][CH:18]=[C:17]([C:21]([F:24])([F:23])[F:22])[CH:16]=3)=[N:8][C:7]=12)#[CH:2].[NH2:25][C:26]1[N:31]=[CH:30][C:29](Br)=[CH:28][CH:27]=1>>[F:13][CH:12]([F:14])[C:11]1[N:6]2[N:5]=[CH:4][C:3]([C:1]#[C:2][C:29]3[CH:28]=[CH:27][C:26]([NH2:25])=[N:31][CH:30]=3)=[C:7]2[N:8]=[C:9]([C:15]2[CH:20]=[CH:19][CH:18]=[C:17]([C:21]([F:23])([F:24])[F:22])[CH:16]=2)[CH:10]=1. Procedure details: The title compound was prepared from 3-ethynyl-7-difluoromethyl-5-(3-trifluoromethyl-phenyl)-pyrazolo[1,5-a]pyrimidine (example C.15) (169 mg, 0.5 mmol) and commercially available 6-amino-3-bromo-pyridine (87 mg, 0.5 mmol) according to general procedure II. Obtained as a red solid (48 mg, 22%). MS (EI) 429.1 [(M)+]; mp 164° C. Starting materials: O=C([O-])O, CN(C)C=O, O=c1[nH]c2cccc3cccc(c32)n1CCCCl, ClCCl, Fc1ccc(N2CCNCC2)cc1, [Na+], O. Yields the product O=c1[nH]c2cccc3cccc(c32)n1CCCN1CCN(c2ccc(F)cc2)CC1. RXN SMILES: [C:32](=[O:33])([OH:34])[O-:35].[CH3:38][N:39]([CH3:40])[CH:41]=[O:42].[Cl:14][CH2:15][CH2:16][CH2:17][n:18]1[c:19](=[O:31])[nH:20][c:21]2[cH:22][cH:23][cH:24][c:25]3[cH:26][cH:27][cH:28][c:29]1[c:30]23.[Cl:43][CH2:44][Cl:45].[F:1][c:2]1[cH:3][cH:4][c:5]([N:8]2[CH2:9][CH2:10][NH:11][CH2:12][CH2:13]2)[cH:6][cH:7]1.[Na+:36].[OH2:37]>>[F:1][c:2]1[cH:3][cH:4][c:5]([N:8]2[CH2:9][CH2:10][N:11]([CH2:15][CH2:16][CH2:17][n:18]3[c:19](=[O:31])[nH:20][c:21]4[cH:22][cH:23][cH:24][c:25]5[cH:26][cH:27][cH:28][c:29]3[c:30]45)[CH2:12][CH2:13]2)[cH:6][cH:7]1. Reactants: C(C)(C)[N-]C(C)C.[Li+] (lithium diisopropylamide), ClCCO (2-chloro-ethanol), FC1=C(C=CC(=C1)F)[N+](=O)[O-] (2,4-difluoro-1-nitro-benzene). Product: ClCCOC1(CC=C(C=C1)F)[N+](=O)[O-] (1-(2-Chloroethoxy)-4-fluoro-1-nitro-benzene). Procedure: A solution of 2-chloro-ethanol (1) (8.3 ml, 120 mmoles) in THF, under nitrogen, was cooled to 0° C., treated dropwise with lithium diisopropylamide (LDA) (60 ml, 120 mmoles, while maintaining the temperature constant at 0° C. The mixture was stirred at 0° C. for 15 minutes, treated with 2,4-difluoro-1-nitro-benzene (1) (11 ml, 100 mmoles), stirred at room temperature overnight, diluted with water and extracted with EtOAc. The extracts were combined, washed with brine, dried over Na2SO4, and conc... RXN SMILES: [Cl:1][CH2:2][CH2:3][OH:4].C([N-]C(C)C)(C)C.[Li+].F[C:14]1[CH:19]=[C:18]([F:20])[CH:17]=[CH:16][C:15]=1[N+:21]([O-:23])=[O:22]>C1COCC1.O>[Cl:1][CH2:2][CH2:3][O:4][C:15]1([N+:21]([O-:23])=[O:22])[CH:16]=[CH:17][C:18]([F:20])=[CH:19][CH2:14]1 |f:1.2|. Run in O (water), C1CCOC1 (THF). Run at temperature 0 celsius, time 15 minute. The yield is 91.0%.